Dataset: the Open Reaction Database (ORD), a public repository of structured organic reaction records. Task: describe an organic reaction: reactants, conditions, products, and yield Solvent: C1(=CC=CC=C1)C (toluene). The product is FC(C1=CC=C(C=C1)SC(CC=CC(C)=O)C)(F)F (6-(4-trifluoromethylphenylthio)-3-hepten-2-one). Reported procedure: 13.58 Grams of 4-hydroxy-6-(4-trifluoromethylphenylthio)-2-heptanone were dissolved in 150 ml of toluene, and 1.0 g of oxalic acid was added thereto. The resulting mixture was refluxed for 2.5 hours with stirring, allowed to cool and then treated in the same manner as in Production example 34. Thus, 12.65 g of 6-(4-trifluoromethylphenylthio)-3-hepten-2-one (trans : cis =6.7 : 1) was obtained (purity: 95.4%) having an nD21 of 1.5101. The yield was 94.7%. As a reaction SMILES: O[CH:2]([CH2:7][CH:8]([S:10][C:11]1[CH:16]=[CH:15][C:14]([C:17]([F:20])([F:19])[F:18])=[CH:13][CH:12]=1)[CH3:9])[CH2:3][C:4](=[O:6])[CH3:5].C(O)(=O)C(O)=O>C1(C)C=CC=CC=1>[F:19][C:17]([F:18])([F:20])[C:14]1[CH:15]=[CH:16][C:11]([S:10][CH:8]([CH3:9])[CH2:7][CH:2]=[CH:3][C:4](=[O:6])[CH3:5])=[CH:12][CH:13]=1. The yield is 94.7%. The reactants are OC(CC(C)=O)CC(C)SC1=CC=C(C=C1)C(F)(F)F (4-hydroxy-6-(4-trifluoromethylphenylthio)-2-heptanone), C(C(=O)O)(=O)O (oxalic acid).